Dataset: the Open Reaction Database (ORD), a public repository of structured organic reaction records. Task: describe an organic reaction: reactants, conditions, products, and yield Starting materials: COC1=CC=C2C=CC=C(C2=C1)N1CCN(CC1)CCN (1-(7-methoxy-1-naphthyl)-4-(2-aminoethyl)piperazine), C(C1=CN=CC=C1)(=O)Cl (nicotinoyl chloride). Yields the product Cl.COC1=CC=C2C=CC=C(C2=C1)N1CCN(CC1)CCNC(C1=CN=CC=C1)=O (1-(7-Methoxy-1-naphthyl)-4-(2-nicotinoylaminoethyl)piperazine hydrochloride). As a reaction SMILES: [CH3:1][O:2][C:3]1[CH:12]=[C:11]2[C:6]([CH:7]=[CH:8][CH:9]=[C:10]2[N:13]2[CH2:18][CH2:17][N:16]([CH2:19][CH2:20][NH2:21])[CH2:15][CH2:14]2)=[CH:5][CH:4]=1.[C:22]([Cl:30])(=[O:29])[C:23]1[CH:28]=[CH:27][CH:26]=[N:25][CH:24]=1>>[ClH:30].[CH3:1][O:2][C:3]1[CH:12]=[C:11]2[C:6]([CH:7]=[CH:8][CH:9]=[C:10]2[N:13]2[CH2:18][CH2:17][N:16]([CH2:19][CH2:20][NH:21][C:22](=[O:29])[C:23]3[CH:28]=[CH:27][CH:26]=[N:25][CH:24]=3)[CH2:15][CH2:14]2)=[CH:5][CH:4]=1 |f:2.3|. Procedure details: This compound was prepared according to the process described in Example 1, Stage E, from 1-(7-methoxy-1-naphthyl)-4-(2-aminoethyl)piperazine and nicotinoyl chloride.